From a dataset of the Open Reaction Database (ORD), a public repository of structured organic reaction records. describe an organic reaction: reactants, conditions, products, and yield Reactants: CC(C)(C)OC(=O)NCCCBr, O=C([O-])[O-], CCOC(=O)CC1OB(O)c2cc(Oc3cnccn3)cc(O)c21, [K+], [K+], CN(C)C=O. Product: CCOC(=O)CC1OB(O)c2cc(Oc3cnccn3)cc(OCCCNC(=O)OC(C)(C)C)c21. RXN SMILES: [C:25]([CH3:26])([CH3:27])([CH3:28])[O:29][C:30]([NH:31][CH2:32][CH2:33][CH2:34][Br:35])=[O:36].[C:37](=[O:38])([O-:39])[O-:40].[CH2:1]([CH3:2])[O:3][C:4]([CH2:5][CH:6]1[c:7]2[c:8]([cH:12][c:13]([O:17][c:18]3[n:19][cH:20][cH:21][n:22][cH:23]3)[cH:14][c:15]2[OH:16])[B:9]([OH:11])[O:10]1)=[O:24].[K+:41].[K+:42].[O:43]=[CH:44][N:45]([CH3:46])[CH3:47]>>[CH2:1]([CH3:2])[O:3][C:4]([CH2:5][CH:6]1[c:7]2[c:8]([cH:12][c:13]([O:17][c:18]3[n:19][cH:20][cH:21][n:22][cH:23]3)[cH:14][c:15]2[O:16][CH2:34][CH2:33][CH2:32][NH:31][C:30]([O:29][C:25]([CH3:26])([CH3:27])[CH3:28])=[O:36])[B:9]([OH:11])[O:10]1)=[O:24].